This data is from the Open Reaction Database (ORD), a public repository of structured organic reaction records. The task is: describe an organic reaction: reactants, conditions, products, and yield Starting materials: O=C1CCC(=O)N1Br, ClC(Cl)(Cl)Cl, COC(=O)c1ccccc1-c1nc2cc(C)ccc2o1, CC(C)(C#N)N=NC(C)(C)C#N. Yields the product COC(=O)c1ccccc1-c1nc2cc(CBr)ccc2o1. Reaction SMILES: [Br:1][N:2]1[C:3](=[O:4])[CH2:5][CH2:6][C:7]1=[O:8].[C:41]([Cl:42])([Cl:43])([Cl:44])[Cl:45].[CH3:21][c:22]1[cH:23][cH:24][c:25]2[c:26]([n:27][c:28](-[c:30]3[c:31]([C:32](=[O:33])[O:34][CH3:35])[cH:36][cH:37][cH:38][cH:39]3)[o:29]2)[cH:40]1.[N:9]([C:10]([CH3:11])([CH3:12])[C:13]#[N:14])=[N:15][C:16]([CH3:17])([CH3:18])[C:19]#[N:20]>>[Br:1][CH2:21][c:22]1[cH:23][cH:24][c:25]2[c:26]([n:27][c:28](-[c:30]3[c:31]([C:32](=[O:33])[O:34][CH3:35])[cH:36][cH:37][cH:38][cH:39]3)[o:29]2)[cH:40]1. Reactants: CI, [K+], CN(C)C=O, [OH-], O, O=C(O)c1ccc2cc[nH]c2c1. The product is Cn1ccc2ccc(C(=O)O)cc21. RXN SMILES: [CH3:13][I:14].[K+:16].[O:18]=[CH:19][N:20]([CH3:21])[CH3:22].[OH-:15].[OH2:17].[nH:1]1[cH:2][cH:3][c:4]2[cH:5][cH:6][c:7]([C:10](=[O:11])[OH:12])[cH:8][c:9]12>>[n:1]1([CH3:13])[cH:2][cH:3][c:4]2[cH:5][cH:6][c:7]([C:10](=[O:11])[OH:12])[cH:8][c:9]12. Reactants: CO (MeOH), CN(C(=O)N(CC1=CC=C(C=C1)C1=C(C=CC=C1)C1=NN=NN1C(C1=CC=CC=C1)(C1=CC=CC=C1)C1=CC=CC=C1)CCCCC)C1=C(C=CC=C1)C(F)(F)F (1-methyl-3-pentyl-1-[2-(trifluoromethyl)phenyl]-3-[[2'(N-trityltetrazol-5-yl)biphenyl-4-yl]methyl]urea), C(C)(=O)O (acetic acid). Run in C(Cl)Cl (CH2Cl2). Product: CN(C(=O)N(CC1=CC=C(C=C1)C1=C(C=CC=C1)C1=NN=NN1)CCCCC)C1=C(C=CC=C1)C(F)(F)F (1-Methyl-3-pentyl-3-[[2'-(1H-tetrazol-5-yl)biphenyl-4-yl]methyl]-1-[2-(trifluoromethyl)phenyl]urea). The yield is 31.0%. RXN SMILES: [CH3:1][N:2]([C:48]1[CH:53]=[CH:52][CH:51]=[CH:50][C:49]=1[C:54]([F:57])([F:56])[F:55])[C:3]([N:5]([CH2:43][CH2:44][CH2:45][CH2:46][CH3:47])[CH2:6][C:7]1[CH:12]=[CH:11][C:10]([C:13]2[CH:18]=[CH:17][CH:16]=[CH:15][C:14]=2[C:19]2[N:23](C(C3C=CC=CC=3)(C3C=CC=CC=3)C3C=CC=CC=3)[N:22]=[N:21][N:20]=2)=[CH:9][CH:8]=1)=[O:4].C(O)(=O)C.CO>C(Cl)Cl>[CH3:1][N:2]([C:48]1[CH:53]=[CH:52][CH:51]=[CH:50][C:49]=1[C:54]([F:57])([F:56])[F:55])[C:3]([N:5]([CH2:43][CH2:44][CH2:45][CH2:46][CH3:47])[CH2:6][C:7]1[CH:12]=[CH:11][C:10]([C:13]2[CH:18]=[CH:17][CH:16]=[CH:15][C:14]=2[C:19]2[NH:23][N:22]=[N:21][N:20]=2)=[CH:9][CH:8]=1)=[O:4]. Procedure: By the procedure of Example 8, Step D, 1-methyl-3-pentyl-1-[2-(trifluoromethyl)phenyl]-3-[[2'(N-trityltetrazol-5-yl)biphenyl-4-yl]methyl]urea (from Step A) was deprotected with aqueous acetic acid. The residual oil was flash chromatographed on silica gel (elution with 3% and then 5% MeOH in CH2Cl2) to give a 31% yield of the title compound as a stiff foam, homogeneous by TLC (95:5 CH2Cl2 -MeOH); FAB-MS m/e 523 (M+1). Reactants: CC(=O)OC(C)=O, Cc1ccsc1N(CCN1CCC(C(=O)c2ccc(F)cc2)CC1)C(=O)c1cccc(N)c1. Yields the product CC(=O)Nc1cccc(C(=O)N(CCN2CCC(C(=O)c3ccc(F)cc3)CC2)c2sccc2C)c1. Reaction SMILES: [CH3:34][C:35](=[O:36])[O:37][C:38](=[O:39])[CH3:40].[NH2:1][c:2]1[cH:3][c:4]([C:5](=[O:6])[N:7]([c:8]2[s:9][cH:10][cH:11][c:12]2[CH3:13])[CH2:14][CH2:15][N:16]2[CH2:17][CH2:18][CH:19]([C:22]([c:23]3[cH:24][cH:25][c:26]([F:29])[cH:27][cH:28]3)=[O:30])[CH2:20][CH2:21]2)[cH:31][cH:32][cH:33]1>>[NH:1]([c:2]1[cH:3][c:4]([C:5](=[O:6])[N:7]([c:8]2[s:9][cH:10][cH:11][c:12]2[CH3:13])[CH2:14][CH2:15][N:16]2[CH2:17][CH2:18][CH:19]([C:22]([c:23]3[cH:24][cH:25][c:26]([F:29])[cH:27][cH:28]3)=[O:30])[CH2:20][CH2:21]2)[cH:31][cH:32][cH:33]1)[C:35]([CH3:34])=[O:36]. Starting materials: O (water), ClC1=CC(=CC=C1)C(=O)OO (m-chloroperbenzoic acid), ClC=1C(=NN(C1OC(F)F)C)C1=CC(=C(C=C1)Cl)NNC(=O)OCC (4chloro-3-[4-chloro-3-(2-ethoxycarbonylhydrazino)-phenyl]-5-difluoromethoxy-1-methyl-1H-pyrazole). Solvent: ClCCl (dichloromethane), ClCCl (dichloromethane). Conditions: temperature 35 celsius, time 30 minute. Yields the product ClC=1C(=NN(C1OC(F)F)C)C1=CC(=C(C=C1)Cl)N=NC(=O)OCC (4-Chloro-3-[4-chloro-3-(2-ethoxycarbonylazo)-phenyl]-5-difluoromethoxy-1-methyl-1H-pyrazole). RXN SMILES: ClC1C=CC=C(C(OO)=O)C=1.[Cl:12][C:13]1[C:14]([C:23]2[CH:28]=[CH:27][C:26]([Cl:29])=[C:25]([NH:30][NH:31][C:32]([O:34][CH2:35][CH3:36])=[O:33])[CH:24]=2)=[N:15][N:16]([CH3:22])[C:17]=1[O:18][CH:19]([F:21])[F:20].O>ClCCl>[Cl:12][C:13]1[C:14]([C:23]2[CH:28]=[CH:27][C:26]([Cl:29])=[C:25]([N:30]=[N:31][C:32]([O:34][CH2:35][CH3:36])=[O:33])[CH:24]=2)=[N:15][N:16]([CH3:22])[C:17]=1[O:18][CH:19]([F:21])[F:20]. Procedure details: A solution of 2.1 g (6.6 mmol) of m-chloroperbenzoic acid in 10 ml of dichloromethane was added dropwise to a solution of 2.1 g (5.3 mmol) of 4chloro-3-[4-chloro-3-(2-ethoxycarbonylhydrazino)-phenyl]-5-difluoromethoxy-1-methyl-1H-pyrazole in 15 ml of dichloromethane. The mixture was stirred at 35° C. for 30 minutes and poured into 50 ml of water. The organic phase was separated off and washed with 10% strength by weight sodium hydrogen carbonate solution, then dried over magnesium sulfate and fi...